Dataset: the Open Reaction Database (ORD), a public repository of structured organic reaction records. Task: describe an organic reaction: reactants, conditions, products, and yield Reactants: ClC1=CC(=C(N=N1)C(=O)N)NC1=NC(=C(C=C1)C)C(C)C (6-chloro-4-(6-isopropyl-5-methylpyridin-2-ylamino) pyridazine-3-carboxamide), N[C@H]1[C@H](CCCC1)NC(OC(C)(C)C)=O (tert-butyl (1S,2R)-2-aminocyclohexylcarbamate), CN1CCCC1=O (NMP), crude product, C(=O)(C(F)(F)F)O (TFA). Solvent: ClCCl (dichloromethane), ClCCl (dichloromethane), CO (MeOH), ClCCl (dichloromethane). Run at temperature 130 celsius, time 2.5 day. The product is N[C@@H]1[C@@H](CCCC1)NC1=CC(=C(N=N1)C(=O)N)NC1=NC(=C(C=C1)C)C(C)C (6-((1R,2S)-2-aminocyclohexylamino)-4-(6-isopropyl-5-methylpyridin-2-ylamino)pyridazine-3-carboxamide). Yield: 24.3%. Reaction SMILES: Cl[C:2]1[N:7]=[N:6][C:5]([C:8]([NH2:10])=[O:9])=[C:4]([NH:11][C:12]2[CH:17]=[CH:16][C:15]([CH3:18])=[C:14]([CH:19]([CH3:21])[CH3:20])[N:13]=2)[CH:3]=1.[NH2:22][C@@H:23]1[CH2:28][CH2:27][CH2:26][CH2:25][C@@H:24]1[NH:29]C(=O)OC(C)(C)C.CN1C(=O)CCC1.C(O)(C(F)(F)F)=O>ClCCl.CO>[NH2:22][C@H:23]1[CH2:28][CH2:27][CH2:26][CH2:25][C@H:24]1[NH:29][C:2]1[N:7]=[N:6][C:5]([C:8]([NH2:10])=[O:9])=[C:4]([NH:11][C:12]2[CH:17]=[CH:16][C:15]([CH3:18])=[C:14]([CH:19]([CH3:21])[CH3:20])[N:13]=2)[CH:3]=1. Reported procedure: A pressure tube was charged with 6-chloro-4-(6-isopropyl-5-methylpyridin-2-ylamino) pyridazine-3-carboxamide (230 mg, 752 μmol), tert-butyl (1S,2R)-2-aminocyclohexylcarbamate (242 mg, 1.13 mmol) and NMP (4 mL). The yellow solution was stirred at 130° C. for 2.5 days. After that, the NMP was distilled off using a Kugelrohr apparatus under high vacuum to afford a light brown solid. The crude solid was dissolved in dichloromethane and MeOH and adsorbed on silica gel, then purified by flash column (... The reactants are CC(C)O, Nc1nc(Cl)ccc1[N+](=O)[O-], [Na+], O, [S-]c1ccccc1. Product: Nc1nc(Sc2ccccc2)ccc1[N+](=O)[O-]. Reaction SMILES: [CH3:20][CH:21]([OH:22])[CH3:23].[NH2:1][c:2]1[n:3][c:4]([Cl:11])[cH:5][cH:6][c:7]1[N+:8](=[O:9])[O-:10].[Na+:19].[OH2:24].[c:12]1([S-:18])[cH:13][cH:14][cH:15][cH:16][cH:17]1>>[NH2:1][c:2]1[n:3][c:4]([S:18][c:12]2[cH:13][cH:14][cH:15][cH:16][cH:17]2)[cH:5][cH:6][c:7]1[N+:8](=[O:9])[O-:10]. Starting materials: CC(=O)OC(C)=O, O=CO, CCN1CCC(NC2CC2)c2cccc(CO)c21, [Na+], [OH-]. The product is CCN1CCC(N(C=O)C2CC2)c2cccc(CO)c21. As a reaction SMILES: [CH3:1][C:2](=[O:3])[O:4][C:5](=[O:6])[CH3:7].[CH:28]([OH:29])=[O:30].[CH:8]1([NH:11][CH:12]2[CH2:13][CH2:14][N:15]([CH2:24][CH3:25])[c:16]3[c:17]([CH2:22][OH:23])[cH:18][cH:19][cH:20][c:21]32)[CH2:9][CH2:10]1.[Na+:27].[OH-:26]>>[CH:2](=[O:3])[N:11]([CH:8]1[CH2:9][CH2:10]1)[CH:12]1[CH2:13][CH2:14][N:15]([CH2:24][CH3:25])[c:16]2[c:17]([CH2:22][OH:23])[cH:18][cH:19][cH:20][c:21]21. Reactants: NC=1C=C(C(=O)[O-])C=CC1.[Na+] (sodium 3-aminobenzoate), 3A, C(C)(C)(C)C(=O)CN1C([C@@H](CN(C2=C1C=CC=C2)C2CCCCC2)NC(=O)OC2=CC=CC=C2)=O ((R)-(−)-1-tert-butylcarbonylmethyl-2-oxo-3-phenoxycarbonylamino-5-cyclohexyl-1,3,4,5-tetrahydro-2H-1,5-benzodiazepine). Reagents/catalysts: CN(C1=CC=NC=C1)C (4-dimethylaminopyridine). The solvent is CS(=O)C (dimethylsulfoxide). Conditions: time 15 hour. Yields the product C(C)(C)(C)C(=O)CN1C([C@@H](CN(C2=C1C=CC=C2)C2CCCCC2)NC(NC=2C=C(C(=O)O)C=CC2)=O)=O ((R)-(−)-3-[3-(1-tert-butylcarbonylmethyl-2-oxo-5-cyclohexyl-1,3,4,5-tetrahydro-2H-1,5-benzodiazepin-3-yl)ureido]benzoic acid). The yield is 70.9%. Reaction SMILES: [NH2:1][C:2]1[CH:3]=[C:4]([CH:8]=[CH:9][CH:10]=1)[C:5]([O-:7])=[O:6].[Na+].[C:12]([C:16]([CH2:18][N:19]1[C:25]2[CH:26]=[CH:27][CH:28]=[CH:29][C:24]=2[N:23]([CH:30]2[CH2:35][CH2:34][CH2:33][CH2:32][CH2:31]2)[CH2:22][C@@H:21]([NH:36][C:37](OC2C=CC=CC=2)=[O:38])[C:20]1=[O:46])=[O:17])([CH3:15])([CH3:14])[CH3:13]>CN(C)C1C=CN=CC=1.CS(C)=O>[C:12]([C:16]([CH2:18][N:19]1[C:25]2[CH:26]=[CH:27][CH:28]=[CH:29][C:24]=2[N:23]([CH:30]2[CH2:35][CH2:34][CH2:33][CH2:32][CH2:31]2)[CH2:22][C@@H:21]([NH:36][C:37](=[O:38])[NH:1][C:2]2[CH:3]=[C:4]([CH:8]=[CH:9][CH:10]=2)[C:5]([OH:7])=[O:6])[C:20]1=[O:46])=[O:17])([CH3:15])([CH3:13])[CH3:14] |f:0.1|. Reported procedure: Under an argon atmosphere, 2.0 g of sodium 3-aminobenzoate, 77 mg of 4-dimethylaminopyridine and 3.0 g of Molecular Sieves 3A were added to a solution of 3.0 g of (R)-(−)-1-tert-butylcarbonylmethyl-2-oxo-3-phenoxycarbonylamino-5-cyclohexyl-1,3,4,5-tetrahydro-2H-1,5-benzodiazepine in 30 ml of anhydrous dimethylsulfoxide. The mixture was stirred at room temperature for 15 hours. After filtration of the reaction mixture, ice water and a 1N aqueous solution of sodium hydroxide were added to the filt...